From a dataset of the Open Reaction Database (ORD), a public repository of structured organic reaction records. describe an organic reaction: reactants, conditions, products, and yield Starting materials: C(C)(C)(C)OC(=O)C(C1=C(C=NC2=C(C=CC=C12)NC(C1=C(C=CC=C1Cl)Cl)=O)C(=O)OCC)C(=O)OC(C)(C)C (4-[bis(tert-butoxycarbonyl)methyl]-8-(2,6-dichlorobenzoylamino)-3-ethoxycarbonylquinoline), FC(C(=O)O)(F)F (trifluoroacetic acid). The solvent is ClCCl (dichloromethane). Run at time 1 hour. Yields the product C(=O)(O)CC1=C(C=NC2=C(C=CC=C12)NC(C1=C(C=CC=C1Cl)Cl)=O)C(=O)OCC (4-carboxymethyl-8-(2,6-dichlorobenzoylamino)-3-ethoxycarbonylquinoline). Isolated yield 94.9%. As a reaction SMILES: C([O:5][C:6]([CH:8](C(OC(C)(C)C)=O)[C:9]1[C:18]2[C:13](=[C:14]([NH:19][C:20](=[O:29])[C:21]3[C:26]([Cl:27])=[CH:25][CH:24]=[CH:23][C:22]=3[Cl:28])[CH:15]=[CH:16][CH:17]=2)[N:12]=[CH:11][C:10]=1[C:30]([O:32][CH2:33][CH3:34])=[O:31])=[O:7])(C)(C)C.FC(F)(F)C(O)=O>ClCCl>[C:6]([CH2:8][C:9]1[C:18]2[C:13](=[C:14]([NH:19][C:20](=[O:29])[C:21]3[C:26]([Cl:27])=[CH:25][CH:24]=[CH:23][C:22]=3[Cl:28])[CH:15]=[CH:16][CH:17]=2)[N:12]=[CH:11][C:10]=1[C:30]([O:32][CH2:33][CH3:34])=[O:31])([OH:7])=[O:5]. Procedure: To a solution of 4-[bis(tert-butoxycarbonyl)methyl]-8-(2,6-dichlorobenzoylamino)-3-ethoxycarbonylquinoline (5.8 g) in dichloromethane (15 ml) was dropwise added trifluoroacetic acid (45 ml) under ice-cooling, and the mixture was stirred for 1 hour at ambient temperature. The mixture was concentrated in vacuo, and the residue was pulverized with diethyl ether to give 4-carboxymethyl-8-(2,6-dichlorobenzoylamino)-3-ethoxycarbonylquinoline (4.08 g). Reactants: CCc1cc(-c2ccc(S(=O)(=O)Cl)s2)c(C)[nH]c1=O, CN1CCNCC1. Product: CCc1cc(-c2ccc(S(=O)(=O)N3CCN(C)CC3)s2)c(C)[nH]c1=O. RXN SMILES: [CH2:1]([CH3:2])[c:3]1[cH:4][c:5](-[c:11]2[cH:12][cH:13][c:14]([S:16](=[O:17])(=[O:18])[Cl:19])[s:15]2)[c:6]([CH3:10])[nH:7][c:8]1=[O:9].[CH3:20][N:21]1[CH2:22][CH2:23][NH:24][CH2:25][CH2:26]1>>[CH2:1]([CH3:2])[c:3]1[cH:4][c:5](-[c:11]2[cH:12][cH:13][c:14]([S:16](=[O:17])(=[O:18])[N:24]3[CH2:23][CH2:22][N:21]([CH3:20])[CH2:26][CH2:25]3)[s:15]2)[c:6]([CH3:10])[nH:7][c:8]1=[O:9]. Procedure details: In the reaction vessel, 4.3 grams (0.09 mole) of a 50% suspension of sodium hydride in mineral oil was washed with two portions of 50 ml each of hexane, then two portions of 50 ml each of toluene. Dry toluene, 75 ml, was added and with stirring a solution of 10.0 grams (0.082 mole) of benzoic acid in 200 ml of dry toluene was added dropwise. The exothermic reaction caused the temperature of the reaction mixture to rise from 27° to 32°. Upon completion of the addition, the reaction mixture was he... Conditions: time 24 hour. Reaction SMILES: [C:1]([OH:9])(=[O:8])[C:2]1[CH:7]=[CH:6][CH:5]=[CH:4][CH:3]=1.Cl[CH2:11][C:12]([NH2:14])=[O:13]>C1(C)C=CC=CC=1>[C:1]([O:9][CH2:11][C:12]([NH2:14])=[O:13])(=[O:8])[C:2]1[CH:7]=[CH:6][CH:5]=[CH:4][CH:3]=1. Product: C(C1=CC=CC=C1)(=O)OCC(=O)N ((aminocarbonyl)methyl benzoate). Isolated yield 25.2%. Run in C1(=CC=CC=C1)C (toluene), C1(=CC=CC=C1)C (toluene). The reactants are C(C1=CC=CC=C1)(=O)O (benzoic acid), ClCC(=O)N (2-chloroacetamide). The reactants are C([O-])([O-])=O.[K+].[K+] (potassium carbonate), IC(C)C (2-iodopropane), BrC=1C=C(C=CC1)S (3-Bromobenzenethiol). Solvent: CC(=O)C (acetone). Product: BrC1=CC(=CC=C1)SC(C)C (1-bromo-3-isopropylsulfanyl-benzene). The yield is 93.1%. As a reaction SMILES: [Br:1][C:2]1[CH:3]=[C:4]([SH:8])[CH:5]=[CH:6][CH:7]=1.C(=O)([O-])[O-].[K+].[K+].I[CH:16]([CH3:18])[CH3:17]>CC(C)=O>[Br:1][C:2]1[CH:7]=[CH:6][CH:5]=[C:4]([S:8][CH:16]([CH3:18])[CH3:17])[CH:3]=1 |f:1.2.3|. Procedure details: 3-Bromobenzenethiol (1 g, 5.3 mmol) was added to acetone (25 mL). Next was added potassium carbonate (1.46 g, 10.58 mmol) and 2-iodopropane (1.17 g, 6.88 mmol). This was refluxed for 5 h. Reaction was then cooled to rt and filtered through a pad of Celite. The organic was then concentrated in vacuo and taken up in ether at which time a white precipitate crashed out. The organic was then re-filtered through the same celite plug and concentrated in vacuo to provide 1.14 g (93.17%) of 1-bromo-3-iso... Starting materials: C=Cc1cc(CNC(=O)OC(C)(C)C)cc(Cl)c1NS(C)(=O)=O, ClCCl, O=C(O)C(F)(F)F. Yields the product C=Cc1cc(CN)cc(Cl)c1NS(C)(=O)=O. As a reaction SMILES: [C:1]([O:2][C:3](=[O:4])[NH:7][CH2:8][c:9]1[cH:10][c:11]([Cl:22])[c:12]([NH:17][S:18](=[O:19])(=[O:20])[CH3:21])[c:13]([CH:15]=[CH2:16])[cH:14]1)([CH3:5])([CH3:6])[CH3:23].[CH2:31]([Cl:32])[Cl:33].[F:24][C:25]([F:26])([F:27])[C:28]([OH:29])=[O:30]>>[NH2:7][CH2:8][c:9]1[cH:10][c:11]([Cl:22])[c:12]([NH:17][S:18](=[O:19])(=[O:20])[CH3:21])[c:13]([CH:15]=[CH2:16])[cH:14]1.